describe an organic reaction: reactants, conditions, products, and yield From a dataset of the Open Reaction Database (ORD), a public repository of structured organic reaction records. The reactants are C1CCCCC1.C(C)(=O)OCC (cyclohexane ethyl acetate), ClC1=C(C#N)C=CC(=N1)C(F)(F)F (2-Chloro-6-(trifluoromethyl)nicotinonitrile), C1(=CC(=CC=C1)B(O)O)C (m-tolylboronic acid), C([O-])([O-])=O.[Na+].[Na+] (sodium carbonate). Reagents/catalysts: C=1C=CC(=CC1)[P](C=2C=CC=CC2)(C=3C=CC=CC3)[Pd]([P](C=4C=CC=CC4)(C=5C=CC=CC5)C=6C=CC=CC6)([P](C=7C=CC=CC7)(C=8C=CC=CC8)C=9C=CC=CC9)[P](C=1C=CC=CC1)(C=1C=CC=CC1)C=1C=CC=CC1 (Pd(PPh3)4). Run in C(C)(=O)OCC (ethyl acetate), C1(=CC=CC=C1)C (toluene), C(C)O (ethanol). Conditions: temperature 100 celsius, time 2 hour. Yields the product C1(=CC(=CC=C1)C1=C(C#N)C=CC(=N1)C(F)(F)F)C (2-m-tolyl-6-(trifluoromethyl)nicotinonitrile). Yield: 49.0%. As a reaction SMILES: Cl[C:2]1[N:9]=[C:8]([C:10]([F:13])([F:12])[F:11])[CH:7]=[CH:6][C:3]=1[C:4]#[N:5].[C:14]1([CH3:23])[CH:19]=[CH:18][CH:17]=[C:16](B(O)O)[CH:15]=1.C(=O)([O-])[O-].[Na+].[Na+].C1CCCCC1.C(OCC)(=O)C>C1(C)C=CC=CC=1.C(O)C.C(OCC)(=O)C.C1C=CC([P]([Pd]([P](C2C=CC=CC=2)(C2C=CC=CC=2)C2C=CC=CC=2)([P](C2C=CC=CC=2)(C2C=CC=CC=2)C2C=CC=CC=2)[P](C2C=CC=CC=2)(C2C=CC=CC=2)C2C=CC=CC=2)(C2C=CC=CC=2)C2C=CC=CC=2)=CC=1>[C:14]1([CH3:23])[CH:19]=[CH:18][CH:17]=[C:16]([C:2]2[N:9]=[C:8]([C:10]([F:13])([F:12])[F:11])[CH:7]=[CH:6][C:3]=2[C:4]#[N:5])[CH:15]=1 |f:2.3.4,5.6,^1:61,63,82,101|. Procedure details: 2-Chloro-6-(trifluoromethyl)nicotinonitrile (3 g, 14.56 mmol) was dissolved in toluene (70 mL) and ethanol (14 mL). m-tolylboronic acid (2.969 g, 21.814 mmol), aqueous sodium carbonate solution (2 M, 14 mL) and Pd(PPh3)4 (1.684 g, 1.456 mmol) were added. The mixture was flushed with nitrogen and stirred under microwave conditions (7 bar) at 100° C. for 2 h. The concentrated reaction mixture was cooled, diluted with ethyl acetate (200 mL), passed through celite (cyclohexane/ethyl acetate 9:1, 2×1... The reactants are C(C)(C)(C)C1=CC(=C(C=C1)C=1N([C@@H]([C@@H](N1)C1=CC=C(C=C1)Cl)C1=CC=C(C=C1)Cl)C(=O)Cl)OCC(F)(F)F ((4S,5R)-2-[4-tert-butyl-2-(2,2,2-trifluoro-ethoxy)-phenyl]-4,5-bis-(4-chloro-phenyl)-4,5-dihydro-imidazole-1-carbonyl chloride), Cl.N1(CCNCC1)CCNC(C)=O (N-(2-piperazin-1-yl-ethyl)-acetamide hydrochloride). Yields the product Cl.C(C)(C)(C)C1=CC(=C(C=C1)C=1N([C@@H]([C@@H](N1)C1=CC=C(C=C1)Cl)C1=CC=C(C=C1)Cl)C(=O)N1CCN(CC1)CCNC(C)=O)OCC(F)(F)F (N-(2-{4-[(4S,5R)-2-[4-tert-Butyl-2-(2,2,2-trifluoro-ethoxy)-phenyl]-4,5-bis-(4-chloro-phenyl)-4,5-dihydro-imidazole-1-carbonyl]-piperazin-1-yl}-ethyl)-acetamide hydrochloride). RXN SMILES: [C:1]([C:5]1[CH:10]=[CH:9][C:8]([C:11]2[N:12]([C:30](Cl)=[O:31])[C@H:13]([C:23]3[CH:28]=[CH:27][C:26]([Cl:29])=[CH:25][CH:24]=3)[C@H:14]([C:16]3[CH:21]=[CH:20][C:19]([Cl:22])=[CH:18][CH:17]=3)[N:15]=2)=[C:7]([O:33][CH2:34][C:35]([F:38])([F:37])[F:36])[CH:6]=1)([CH3:4])([CH3:3])[CH3:2].Cl.[N:40]1([CH2:46][CH2:47][NH:48][C:49](=[O:51])[CH3:50])[CH2:45][CH2:44][NH:43][CH2:42][CH2:41]1>>[ClH:22].[C:1]([C:5]1[CH:10]=[CH:9][C:8]([C:11]2[N:12]([C:30]([N:43]3[CH2:42][CH2:41][N:40]([CH2:46][CH2:47][NH:48][C:49](=[O:51])[CH3:50])[CH2:45][CH2:44]3)=[O:31])[C@H:13]([C:23]3[CH:24]=[CH:25][C:26]([Cl:29])=[CH:27][CH:28]=3)[C@H:14]([C:16]3[CH:17]=[CH:18][C:19]([Cl:22])=[CH:20][CH:21]=3)[N:15]=2)=[C:7]([O:33][CH2:34][C:35]([F:38])([F:37])[F:36])[CH:6]=1)([CH3:4])([CH3:2])[CH3:3] |f:1.2,3.4|. Procedure details: N-(2-{4-[(4S,5R)-2-[4-tert-Butyl-2-(2,2,2-trifluoro-ethoxy)-phenyl]-4,5-bis-(4-chloro-phenyl)-4,5-dihydro-imidazole-1-carbonyl]-piperazin-1-yl}-ethyl)-acetamide hydrochloride was prepared from (4S,5R)-2-[4-tert-butyl-2-(2,2,2-trifluoro-ethoxy)-phenyl]-4,5-bis-(4-chloro-phenyl)-4,5-dihydro-imidazole-1-carbonyl chloride (example 12l) and N-(2-piperazin-1-yl-ethyl)-acetamide hydrochloride (example 23) in an analogous manner as described in example 25. LR-MS: 718.5 [(M+H)+] The reactants are CN (methylamine), C1(C=2C(C(=O)O1)=CC=CC2)=O (phthalic anhydride), C1(C=2C(C(=O)O1)=CC=CC2)=O (phthalic anhydride), CN (methylamine), C1(C=2C(C(=O)O1)=CC=CC2)=O (phthalic anhydride), anhydride, CN (methylamine), CN (methylamine). Solvent: O (water). Run at temperature 250 celsius. The product is CN1C(C=2C(C1=O)=CC=CC2)=O (N-methylphthalimide). Isolated yield 72.0%. Reaction SMILES: [C:1]1(=O)[O:6][C:4](=[O:5])[C:3]2=[CH:7][CH:8]=[CH:9][CH:10]=[C:2]12.[CH3:12][NH2:13]>O>[CH3:12][N:13]1[C:4](=[O:5])[C:3]2=[CH:7][CH:8]=[CH:9][CH:10]=[C:2]2[C:1]1=[O:6]. Reported procedure: An addition funnel is charged with 46 parts of phthalic anhydride. After the anhydride is melted, it is added as a slow stream through an adaptor heated at 250° C containing a side arm. The adaptor is connected to a glass tube filled with glass beads. Through the side arm of the adaptor there is introduced methylamine gas. The mixture of the methylamine gas and the liquid phthalic anhydride is allowed to flow into the glass tube heated at 300° C which contains glass beads. At the bottom of the g...